Dataset: the Open Reaction Database (ORD), a public repository of structured organic reaction records. Task: describe an organic reaction: reactants, conditions, products, and yield The reactants are C1(=CC=CC=C1)SCOC1=C(C(=O)O)C=CC=C1 (2-(phenylthio-methoxy)-benzoic acid), [OH-].[Na+] (sodium hydroxide). Run in O (water). Reaction conditions: time 30 minute. Yields the product C1(=CC=CC=C1)SCOC1=C(C(=O)[O-])C=CC=C1.[Na+] (sodium 2-(phenylthio-methoxy)-benzoate). Yield: 98.5%. As a reaction SMILES: [C:1]1([S:7][CH2:8][O:9][C:10]2[CH:18]=[CH:17][CH:16]=[CH:15][C:11]=2[C:12]([OH:14])=[O:13])[CH:6]=[CH:5][CH:4]=[CH:3][CH:2]=1.[OH-].[Na+:20]>O>[C:1]1([S:7][CH2:8][O:9][C:10]2[CH:18]=[CH:17][CH:16]=[CH:15][C:11]=2[C:12]([O-:14])=[O:13])[CH:2]=[CH:3][CH:4]=[CH:5][CH:6]=1.[Na+:20] |f:1.2,4.5|. Procedure: 126 g (0.48 mol) of 2-(phenylthio-methoxy)-benzoic acid were dissolved in 500 ml of water, with addition of 19.18 g (0.48 mol) of sodium hydroxide. The reaction mixture was stirred at room temperature for 30 minutes and then evaporated completely at 60° C. under reduced pressure. The colourless pulverulent product which remained was dried at 100° C. under reduced pressure for 16 hours. 133.5 g (98.6% of theory) of sodium 2-(phenylthio-methoxy)-benzoate of melting point 204°-207° C. were obtained... The product is ClC1=CC(=C(C=C1C(C)OC)NC(C)=O)F (N-[4-chloro-2-fluoro-5-(1-methoxyethyl)-phenyl]acetamide). RXN SMILES: [N+]([O-])([O:3][CH:4]([C:6]1[CH:11]=[C:10]([NH:12][C:13]([CH3:15])=[O:14])[C:9]([F:16])=[CH:8][C:7]=1[Cl:17])[CH3:5])=O.C[O-].[Na+].[CH2:22](OCC)C>CO>[Cl:17][C:7]1[C:6]([CH:4]([O:3][CH3:22])[CH3:5])=[CH:11][C:10]([NH:12][C:13](=[O:14])[CH3:15])=[C:9]([F:16])[CH:8]=1 |f:1.2|. Reported procedure: To a clear, colorless solution of 0.4 g (0.0015 mole) of 1-(2-chloro-4-fluoro-5-methylcarbonylaminophenyl)ethyl nitrate in 15 ml of absolute methanol was added dropwise 0.31 g (0.0015 mole) of a 25 weight percent solution of sodium methoxide in methanol. The reaction mixture turned pale yellow immediately and was stirred at room temperature for 2.5 hours. An additional 0.31 g (0.0015 mole) of the sodium methoxide solution was added, and stirring at room temperature continued for 18 hours. The mi... Run in CO (methanol), CO (methanol). The reactants are [N+](=O)(OC(C)C1=C(C=C(C(=C1)NC(=O)C)F)Cl)[O-] (1-(2-chloro-4-fluoro-5-methylcarbonylaminophenyl)ethyl nitrate), C[O-].[Na+] (sodium methoxide), C(C)OCC (diethyl ether), C[O-].[Na+] (sodium methoxide). Run at time 2.5 hour.